This data is from the Open Reaction Database (ORD), a public repository of structured organic reaction records. The task is: describe an organic reaction: reactants, conditions, products, and yield The reactants are OC1=CC=C(C=C1)\C=C\C1=CC=CC=C1 (trans-4-hydroxystilbene), ClCC(CCC=1C=NC=CC1)O ((±)-α-(chloromethyl)-3-pyridinepropanol), [OH-].[Na+] (sodium hydroxide). The solvent is C(C)O (ethanol), O (water). Yields the product C1(=CC=CC=C1)/C=C/C1=CC=C(OCC(CCC=2C=NC=CC2)O)C=C1 ((±)-(E)-1-(4-(2-Phenylethenyl)phenoxy)-4-(3-pyridyl)-2-butanol). Yield: 40.2%. Reaction SMILES: [OH:1][C:2]1[CH:7]=[CH:6][C:5](/[CH:8]=[CH:9]/[C:10]2[CH:15]=[CH:14][CH:13]=[CH:12][CH:11]=2)=[CH:4][CH:3]=1.Cl[CH2:17][CH:18]([OH:27])[CH2:19][CH2:20][C:21]1[CH:22]=[N:23][CH:24]=[CH:25][CH:26]=1.[OH-].[Na+]>C(O)C.O>[C:10]1(/[CH:9]=[CH:8]/[C:5]2[CH:4]=[CH:3][C:2]([O:1][CH2:17][CH:18]([OH:27])[CH2:19][CH2:20][C:21]3[CH:22]=[N:23][CH:24]=[CH:25][CH:26]=3)=[CH:7][CH:6]=2)[CH:11]=[CH:12][CH:13]=[CH:14][CH:15]=1 |f:2.3|. Procedure: Prepared according to the method described in Example 24b) from trans-4-hydroxystilbene (2.6 g), (±)-α-(chloromethyl)-3-pyridinepropanol (2.5 g) and sodium hydroxide (0.54 g) in ethanol (50 ml) and water (10 ml) at reflux for 2 hours to give the title compound as a solid (1.84 g) Starting materials: Cl (HCl), FC1=CC=C(C=C1)[C@H](C)NC=1SC(C(N1)=O)(C)C1=CC=C(C(=O)OC)C=C1 (methyl 4-(2-((S)-1-(4-fluorophenyl)ethylamino)-5-methyl-4-oxo-4,5-dihydrothiazol-5-yl)benzoate), O (H2O), O.[OH-].[Li+] (lithium hydroxide monohydrate). The solvent is C1CCOC1 (THF), CO (MeOH). Run at time 8 hour. The product is FC1=CC=C(C=C1)[C@H](C)NC=1SC(C(N1)=O)(C)C1=CC=C(C(=O)O)C=C1 (4-(2-((S)-1-(4-fluorophenyl)ethylamino)-5-methyl-4-oxo-4,5-dihydrothiazol-5-yl)benzoic acid). Reaction SMILES: [F:1][C:2]1[CH:7]=[CH:6][C:5]([C@@H:8]([NH:10][C:11]2[S:12][C:13]([C:18]3[CH:27]=[CH:26][C:21]([C:22]([O:24]C)=[O:23])=[CH:20][CH:19]=3)([CH3:17])[C:14](=[O:16])[N:15]=2)[CH3:9])=[CH:4][CH:3]=1.O.O.[OH-].[Li+].Cl>C1COCC1.CO>[F:1][C:2]1[CH:3]=[CH:4][C:5]([C@@H:8]([NH:10][C:11]2[S:12][C:13]([C:18]3[CH:19]=[CH:20][C:21]([C:22]([OH:24])=[O:23])=[CH:26][CH:27]=3)([CH3:17])[C:14](=[O:16])[N:15]=2)[CH3:9])=[CH:6][CH:7]=1 |f:2.3.4|. Procedure details: To a solution of methyl 4-(2-((S)-1-(4-fluorophenyl)ethylamino)-5-methyl-4-oxo-4,5-dihydrothiazol-5-yl)benzoate (0.64 g, 1.7 mmol) in THF (3 mL), MeOH (1 mL), and H2O (1 mL) was added lithium hydroxide monohydrate (0.10 g, 2.5 mmol), and the mixture was stirred at ambient temp. overnight. The mixture was then heated to reflux for 5 h. The mixture was neutralized with 1N HCl, and then extracted with CH2Cl2 five times. The organic extracts were dried over Na2SO4, concentrated in vacuo, and the pro... Reactants: [Si](C1=CC=CC=C1)(C1=CC=CC=C1)(C(C)(C)C)OCCC=1C(N(C=CC1)C1=C(C=C(C=C1)[N+](=O)[O-])OC)=O (3-(2-{[tert-Butyl(diphenyl)silyl]oxy}ethyl)-1-(2-methoxy-4-nitrophenyl)pyridin-2(1H)-one), C(=O)[O-].[NH4+] (ammonium formate). Reagents/catalysts: [Pd] (palladium on carbon). The solvent is C(C)O (ethanol), C(C)(=O)OCC (ethyl acetate). Reaction conditions: temperature 80 celsius, time 60 minute. The product is NC1=CC(=C(C=C1)N1C(C(=CC=C1)CCO[Si](C1=CC=CC=C1)(C1=CC=CC=C1)C(C)(C)C)=O)OC (1-(4-Amino-2-methoxyphenyl)-3-(2-{[tert-butyl(diphenyl)silyl]oxy}ethyl)pyridin-2(1H)-one). As a reaction SMILES: [Si:1]([O:18][CH2:19][CH2:20][C:21]1[C:22](=[O:38])[N:23]([C:27]2[CH:32]=[CH:31][C:30]([N+:33]([O-])=O)=[CH:29][C:28]=2[O:36][CH3:37])[CH:24]=[CH:25][CH:26]=1)([C:14]([CH3:17])([CH3:16])[CH3:15])([C:8]1[CH:13]=[CH:12][CH:11]=[CH:10][CH:9]=1)[C:2]1[CH:7]=[CH:6][CH:5]=[CH:4][CH:3]=1.C([O-])=O.[NH4+]>C(O)C.C(OCC)(=O)C.[Pd]>[NH2:33][C:30]1[CH:31]=[CH:32][C:27]([N:23]2[CH:24]=[CH:25][CH:26]=[C:21]([CH2:20][CH2:19][O:18][Si:1]([C:14]([CH3:15])([CH3:16])[CH3:17])([C:2]3[CH:7]=[CH:6][CH:5]=[CH:4][CH:3]=3)[C:8]3[CH:13]=[CH:12][CH:11]=[CH:10][CH:9]=3)[C:22]2=[O:38])=[C:28]([O:36][CH3:37])[CH:29]=1 |f:1.2|. Procedure: 25 g (48 mmol) of the compound from Example 22A are dissolved in 800 ml of a 1:1 mixture of ethanol and ethyl acetate, and 18 g (286 mmol) of ammonium formate and 800 mg of palladium on carbon are added. The mixture is heated at 80° C. After 60 min, the mixture is allowed to cool and filtered through silica gel. The filter cake is washed with ethyl acetate, and the filtrate is concentrated to dryness under reduced pressure. This gives 27 g (98% of theory) of the desired product. Reactants: C(=O)C1=C(OCC(=O)OC)C=C(C=C1)OC (methyl 2-formyl-5-methoxyphenoxyacetate), C1CCC2=NCCCN2CC1 (1,8-diazabicyclo[5.4.0]-7-undecene). Solvent: C1(=CC=CC=C1)C (toluene). Product: COC1=CC2=C(C=C(O2)C(=O)OC)C=C1 (methyl 6-methoxybenzofuran-2-carboxylate). Yield: 56.1%. RXN SMILES: [CH:1]([C:3]1[CH:14]=[CH:13][C:12]([O:15][CH3:16])=[CH:11][C:4]=1[O:5][CH2:6][C:7]([O:9][CH3:10])=[O:8])=O.C1CCN2C(=NCCC2)CC1>C1(C)C=CC=CC=1>[CH3:16][O:15][C:12]1[CH:13]=[CH:14][C:3]2[CH:1]=[C:6]([C:7]([O:9][CH3:10])=[O:8])[O:5][C:4]=2[CH:11]=1. Procedure details: A mixture of methyl 2-formyl-5-methoxyphenoxyacetate (27.7 g), 1,8-diazabicyclo[5.4.0]-7-undecene (40.8 g) and toluene (200 ml) was heated under refluxing conditions for 4 hours. The reaction mixture was concentrated under reduced pressure; after 6N hydrochloric acid was added, the residue was extracted with ethyl acetate. After the ethyl acetate layer was washed with water and dried (MgSO4), the solvent was distilled off; 10% hydrochloric acid-methanol (30 ml) was added to the residue, followed... The reactants are C(C)(C)(C)OC(=O)NC1=CC=CC2=CC=C(C=C12)OCOCCOC (1-(tert-butoxycarbonylamino)-7-[(2-methoxyethoxy)methoxy]naphthalene), [H-].[H-].[H-].[H-].[Li+].[Al+3] (LAH), solution. Solvent: C1CCOC1 (THF), C1CCOC1 (THF). Reaction conditions: temperature 65 celsius, time 70 minute. Product: COCCOCOC1=CC=C2C=CC=C(C2=C1)NC (7-[(2-Methoxyethoxy)methoxy]-1-(methylamino)-naphthalene). RXN SMILES: C(O[C:6]([NH:8][C:9]1[C:18]2[C:13](=[CH:14][CH:15]=[C:16]([O:19][CH2:20][O:21][CH2:22][CH2:23][O:24][CH3:25])[CH:17]=2)[CH:12]=[CH:11][CH:10]=1)=O)(C)(C)C.[H-].[H-].[H-].[H-].[Li+].[Al+3]>C1COCC1>[CH3:25][O:24][CH2:23][CH2:22][O:21][CH2:20][O:19][C:16]1[CH:17]=[C:18]2[C:13]([CH:12]=[CH:11][CH:10]=[C:9]2[NH:8][CH3:6])=[CH:14][CH:15]=1 |f:1.2.3.4.5.6|. Reported procedure: A mixture of 1-(tert-butoxycarbonylamino)-7-[(2-methoxyethoxy)methoxy]naphthalene, as described above in Step A, (1.59 g, 4.58 mmol) and LAH (11.4 mL of a 1.0 M solution in THF, 11.4 mmol) in dry THF (100 mL) was heated to 65° C., under argon. After 70 min, the reaction mixture was cooled to ambient temperature and quenched with saturated aqueous NH4Cl (5 mL). Most of the THF was removed by concentration under reduced pressure, and the residual mixture was partitioned between water (500 mL) and ... Reactants: C(C1=CC=CC=C1)OC1=C(C=C(C=C1)C(C(O)OCC)=O)NS(=O)(=O)C (N-[2-benzyloxy-5-[2-ethoxy-2-hydroxy-acetyl)-phenyl]-methanesulphonamide), CC(CCN1N=CN=C1)(C)N (1,1-dimethyl-3-[1,2,4]triazol-1-yl-propylamine). The product is CC(CCN1N=CN=C1)(C)NCC(O)C=1C=CC(=C(C1)NS(=O)(=O)C)O (N-{5-[2-[1,1-dimethyl-3-[1,2,4]triazol-1-yl-propylamino)-1-hydroxy-ethyl]-2-hydroxy-phenyl}-methanesulphonamide). Reaction SMILES: C([O:8][C:9]1[CH:14]=[CH:13][C:12]([C:15](=[O:21])[CH:16](OCC)O)=[CH:11][C:10]=1[NH:22][S:23]([CH3:26])(=[O:25])=[O:24])C1C=CC=CC=1.[CH3:27][C:28]([NH2:37])([CH3:36])[CH2:29][CH2:30][N:31]1[CH:35]=[N:34][CH:33]=[N:32]1>>[CH3:36][C:28]([NH:37][CH2:16][CH:15]([C:12]1[CH:13]=[CH:14][C:9]([OH:8])=[C:10]([NH:22][S:23]([CH3:26])(=[O:24])=[O:25])[CH:11]=1)[OH:21])([CH3:27])[CH2:29][CH2:30][N:31]1[CH:35]=[N:34][CH:33]=[N:32]1. Procedure: The target compound is prepared analogously to the methods described for Example 7 from 379 mg (1 mmol) N-[2-benzyloxy-5-[2-ethoxy-2-hydroxy-acetyl)-phenyl]-methanesulphonamide and 154 mg (1 mmol) 1,1-dimethyl-3-[1,2,4]triazol-1-yl-propylamine. Colourless solid. The reactants are ClC=1C=C(C=C(C1Cl)Cl)C1(CN=C(C1)C1=CC(=C(C#N)C=C1)C(F)(F)F)C(F)(F)F (4-[3-(3,4,5-Trichlorophenyl)-3-(trifluoromethyl)-3,4-dihydro-2H-pyrrol-5-yl]-2-(trifluoromethyl)benzonitrile), CC(=O)O (AcOH), O (water). Solvent: OS(=O)(=O)O.O (H2SO4 H2O). Yields the product ClC=1C=C(C=C(C1Cl)Cl)C1(CN=C(C1)C1=CC(=C(C(=O)O)C=C1)C(F)(F)F)C(F)(F)F (4-[3-(3,4,5-trichlorophenyl)-3-(trifluoromethyl)-3,4-dihydro-2H-pyrrol-5-yl]-2-(trifluoromethyl)benzoic acid). Isolated yield 82.0%. Reaction SMILES: [Cl:1][C:2]1[CH:3]=[C:4]([C:10]2([C:27]([F:30])([F:29])[F:28])[CH2:14][C:13]([C:15]3[CH:22]=[CH:21]C(C#N)=[C:17]([C:23]([F:26])([F:25])[F:24])[CH:16]=3)=[N:12][CH2:11]2)[CH:5]=[C:6]([Cl:9])[C:7]=1[Cl:8].O.[CH3:32][C:33]([OH:35])=[O:34]>OS(O)(=O)=O.O>[Cl:1][C:2]1[CH:3]=[C:4]([C:10]2([C:27]([F:28])([F:30])[F:29])[CH2:14][C:13]([C:15]3[CH:22]=[CH:21][C:32]([C:33]([OH:35])=[O:34])=[C:17]([C:23]([F:24])([F:25])[F:26])[CH:16]=3)=[N:12][CH2:11]2)[CH:5]=[C:6]([Cl:9])[C:7]=1[Cl:8] |f:3.4|. Procedure: 4-[3-(3,4,5-Trichlorophenyl)-3-(trifluoromethyl)-3,4-dihydro-2H-pyrrol-5-yl]-2-(trifluoromethyl)benzonitrile (0.82 g, 1.68 mmol) was dissolved in AcOH and suspended in conc. H2SO4—H2O mixture. The reaction mixture was stirred vigorously and refluxed for 26 hours. The reaction mixture was then poured to a mixture of ice and water. The resulting mixture was then extracted with EtOAc and the organic layer was washed with brine and dried over Na2SO4. The solvent was evaporated to obtain the product ...